This data is from the Open Reaction Database (ORD), a public repository of structured organic reaction records. The task is: describe an organic reaction: reactants, conditions, products, and yield Starting materials: CCN(C(C)C)C(C)C, O=C(Cl)c1ccc(F)cc1Cl, ClCCl, c1ccc2c(c1)Cn1cccc1CN2. The product is O=C(c1ccc(F)cc1Cl)N1Cc2cccn2Cc2ccccc21. As a reaction SMILES: [CH:26]([N:27]([CH:28]([CH3:29])[CH3:30])[CH2:31][CH3:32])([CH3:33])[CH3:34].[Cl:1][c:2]1[c:3]([C:4](=[O:5])[Cl:6])[cH:7][cH:8][c:9]([F:11])[cH:10]1.[Cl:35][CH2:36][Cl:37].[cH:12]1[cH:13][cH:14][n:15]2[c:16]1[CH2:17][NH:18][c:19]1[c:20]([cH:22][cH:23][cH:24][cH:25]1)[CH2:21]2>>[Cl:1][c:2]1[c:3]([C:4](=[O:5])[N:18]2[CH2:17][c:16]3[cH:12][cH:13][cH:14][n:15]3[CH2:21][c:20]3[c:19]2[cH:25][cH:24][cH:23][cH:22]3)[cH:7][cH:8][c:9]([F:11])[cH:10]1.